Dataset: the Open Reaction Database (ORD), a public repository of structured organic reaction records. Task: describe an organic reaction: reactants, conditions, products, and yield Starting materials: CC(C)=O, O=Cc1ccccc1Cl, [Na+], [OH-]. Yields the product CC(=O)C=Cc1ccccc1Cl. Reaction SMILES: [CH3:12][C:13]([CH3:14])=[O:15].[Cl:1][c:2]1[c:3]([CH:4]=[O:5])[cH:6][cH:7][cH:8][cH:9]1.[Na+:11].[OH-:10]>>[Cl:1][c:2]1[c:3]([CH:4]=[CH:12][C:13]([CH3:14])=[O:15])[cH:6][cH:7][cH:8][cH:9]1. The reactants are COC(=C=O)CC1(C2CCCCC2)CCN(C(=O)OC(C)(C)C)CC1, CC(C)C[Al+]CC(C)C, ClCCl, [H-]. Product: CC(C)(C)OC(=O)N1CCC(CCC=O)(C2CCCCC2)CC1. As a reaction SMILES: [C:1]([CH3:2])([CH3:3])([CH3:4])[O:5][C:6](=[O:7])[N:8]1[CH2:9][CH2:10][C:11]([CH2:14][C:15]([O:16][CH3:17])=[C:18]=[O:19])([CH:20]2[CH2:21][CH2:22][CH2:23][CH2:24][CH2:25]2)[CH2:12][CH2:13]1.[CH2:27]([Al+:28][CH2:29][CH:30]([CH3:31])[CH3:32])[CH:33]([CH3:34])[CH3:35].[CH2:36]([Cl:37])[Cl:38].[H-:26]>>[C:1]([CH3:2])([CH3:3])([CH3:4])[O:5][C:6](=[O:7])[N:8]1[CH2:9][CH2:10][C:11]([CH2:14][CH2:15][CH:18]=[O:19])([CH:20]2[CH2:21][CH2:22][CH2:23][CH2:24][CH2:25]2)[CH2:12][CH2:13]1. The reactants are CCOC(=O)CC(=O)OCC, CCO, Clc1ccc(Cc2ccccc2CBr)cc1, [Na], c1ccccc1. The product is CCOC(=O)C(Cc1ccccc1Cc1ccc(Cl)cc1)C(=O)OCC. RXN SMILES: [C:5]([CH2:6][C:7](=[O:8])[O:9][CH2:10][CH3:11])(=[O:12])[O:13][CH2:14][CH3:15].[CH3:1][CH2:2][OH:3].[Cl:16][c:17]1[cH:18][cH:19][c:20]([CH2:21][c:22]2[c:23]([CH2:24][Br:25])[cH:26][cH:27][cH:28][cH:29]2)[cH:30][cH:31]1.[Na:4].[cH:32]1[cH:33][cH:34][cH:35][cH:36][cH:37]1>>[C:5]([CH:6]([C:7](=[O:8])[O:9][CH2:10][CH3:11])[CH2:24][c:23]1[c:22]([CH2:21][c:20]2[cH:19][cH:18][c:17]([Cl:16])[cH:31][cH:30]2)[cH:29][cH:28][cH:27][cH:26]1)(=[O:12])[O:13][CH2:14][CH3:15]. Reactants: O=C1CCC(=O)N1Br, CC(=O)NCCC1CCc2ccc3nn(C)cc3c21, CC#N. The product is CC(=O)NCCC1CCc2ccc3nn(C)c(Br)c3c21. As a reaction SMILES: [Br:20][N:21]1[C:22](=[O:23])[CH2:24][CH2:25][C:26]1=[O:27].[CH3:1][n:2]1[n:3][c:4]2[cH:5][cH:6][c:7]3[c:8]([c:9]2[cH:10]1)[CH:11]([CH2:14][CH2:15][NH:16][C:17]([CH3:18])=[O:19])[CH2:12][CH2:13]3.[CH3:28][C:29]#[N:30]>>[CH3:1][n:2]1[n:3][c:4]2[cH:5][cH:6][c:7]3[c:8]([c:9]2[c:10]1[Br:20])[CH:11]([CH2:14][CH2:15][NH:16][C:17]([CH3:18])=[O:19])[CH2:12][CH2:13]3. The reactants are CC(=O)Nc1ccc2c(c1)C(=O)CC1(CCNCC1)O2, CO, CN(C)C=O, CCN(C(C)C)C(C)C, ClC(Cl)Cl, O=[N+]([O-])c1ccc(CBr)cc1. Yields the product CC(=O)Nc1ccc2c(c1)C(=O)CC1(CCN(Cc3ccc([N+](=O)[O-])cc3)CC1)O2. As a reaction SMILES: [C:12]([CH3:13])(=[O:14])[NH:15][c:16]1[cH:17][cH:18][c:19]2[c:20]([cH:31]1)[C:21](=[O:30])[CH2:22][C:23]1([O:24]2)[CH2:25][CH2:26][NH:27][CH2:28][CH2:29]1.[CH3:45][OH:46].[CH3:47][N:48]([CH3:49])[CH:50]=[O:51].[CH:32]([N:33]([CH:34]([CH3:35])[CH3:36])[CH2:37][CH3:38])([CH3:39])[CH3:40].[CH:41]([Cl:42])([Cl:43])[Cl:44].[O-:1][N+:2](=[O:3])[c:4]1[cH:5][cH:6][c:7]([CH2:8][Br:9])[cH:10][cH:11]1>>[O-:1][N+:2](=[O:3])[c:4]1[cH:5][cH:6][c:7]([CH2:8][N:27]2[CH2:26][CH2:25][C:23]3([CH2:22][C:21](=[O:30])[c:20]4[c:19]([cH:18][cH:17][c:16]([NH:15][C:12]([CH3:13])=[O:14])[cH:31]4)[O:24]3)[CH2:29][CH2:28]2)[cH:10][cH:11]1. Starting materials: CCCCCCCCOc1ccc(-c2ccc(C(=O)O)cc2)cc1, CCOP(=O)(Cc1ccccc1N)OCC, ClCCCl, CCOC(C)=O, CCN(C(C)C)C(C)C, CN(C)C=O, On1nnc2cccnc21. Yields the product CCCCCCCCOc1ccc(-c2ccc(C(=O)Nc3ccccc3CP(=O)(OCC)OCC)cc2)cc1. As a reaction SMILES: [CH2:17]([CH2:18][CH2:19][CH2:20][CH2:21][CH2:22][CH2:23][CH3:24])[O:25][c:26]1[cH:27][cH:28][c:29](-[c:32]2[cH:33][cH:34][c:35]([C:38](=[O:39])[OH:40])[cH:36][cH:37]2)[cH:30][cH:31]1.[CH2:1]([CH3:2])[O:3][P:4]([O:5][CH2:6][CH3:7])(=[O:8])[CH2:9][c:10]1[c:11]([NH2:16])[cH:12][cH:13][cH:14][cH:15]1.[CH2:71]([Cl:72])[CH2:73][Cl:74].[CH3:65][CH2:66][O:67][C:68]([CH3:69])=[O:70].[CH:41]([N:42]([CH2:43][CH3:44])[CH:45]([CH3:46])[CH3:47])([CH3:48])[CH3:49].[O:60]=[CH:61][N:62]([CH3:63])[CH3:64].[OH:50][n:51]1[c:52]2[n:53][cH:54][cH:55][cH:56][c:57]2[n:58][n:59]1>>[CH2:1]([CH3:2])[O:3][P:4]([O:5][CH2:6][CH3:7])(=[O:8])[CH2:9][c:10]1[c:11]([NH:16][C:38]([c:35]2[cH:34][cH:33][c:32](-[c:29]3[cH:28][cH:27][c:26]([O:25][CH2:17][CH2:18][CH2:19][CH2:20][CH2:21][CH2:22][CH2:23][CH3:24])[cH:31][cH:30]3)[cH:37][cH:36]2)=[O:39])[cH:12][cH:13][cH:14][cH:15]1.